Task: describe an organic reaction: reactants, conditions, products, and yield. Dataset: the Open Reaction Database (ORD), a public repository of structured organic reaction records Reactants: CC(C)O, COC(=O)c1cc(Cc2cccc(Cl)c2F)c(OC)cc1OC, [Na+], [OH-]. Product: COc1cc(OC)c(C(=O)O)cc1Cc1cccc(Cl)c1F. RXN SMILES: [CH:26]([OH:27])([CH3:28])[CH3:29].[Cl:1][c:2]1[c:3]([F:23])[c:4]([CH2:5][c:6]2[c:7]([O:18][CH3:19])[cH:8][c:9]([O:16][CH3:17])[c:10]([C:11](=[O:12])[O:13][CH3:14])[cH:15]2)[cH:20][cH:21][cH:22]1.[Na+:25].[OH-:24]>>[Cl:1][c:2]1[c:3]([F:23])[c:4]([CH2:5][c:6]2[c:7]([O:18][CH3:19])[cH:8][c:9]([O:16][CH3:17])[c:10]([C:11](=[O:12])[OH:13])[cH:15]2)[cH:20][cH:21][cH:22]1. Reaction SMILES: [C:1]1([C:7]([O:9][Si](C)(C)C)=[CH2:8])[CH:6]=[CH:5][CH:4]=[CH:3][CH:2]=1.[CH3:14][O:15][C:16]1[CH:17]=[C:18]([S:22][CH:23]([C:27](O)=[O:28])[C:24](O)=[O:25])[CH:19]=[CH:20][CH:21]=1>>[OH:28][C:27]1[CH:8]=[C:7]([C:1]2[CH:6]=[CH:5][CH:4]=[CH:3][CH:2]=2)[O:9][C:24](=[O:25])[C:23]=1[S:22][C:18]1[CH:19]=[CH:20][CH:21]=[C:16]([O:15][CH3:14])[CH:17]=1. The product is OC1=C(C(OC(=C1)C1=CC=CC=C1)=O)SC1=CC(=CC=C1)OC (4-Hydroxy-3-[ (3-methoxyphenyl)thio]-6-phenyl-2H-pyran-2-one). Procedure details: The title compound was prepared by Method A using 1-phenyl-1-(trimethylsilyloxy)ethylene (1.95 g, 10.14 mmol) and diethyl ester of [(3-methoxyphenyl)thio]propanedioic acid (1.51 g, 5.07 mmol). m.p. 130-131° C. 1H NMR (400 MHz, DMSO-d6) δ3.69 (s, 3H), 6.69 (dd, 1H), 6.72 (dd, 1H), 6.89 (s, 1H), 7.2 (dt, 2H), 7.58 (m, 3H), 7.88 (m, 2H). Reactants: C1(=CC=CC=C1)C(=C)O[Si](C)(C)C (1-phenyl-1-(trimethylsilyloxy)ethylene), diethyl ester, COC=1C=C(C=CC1)SC(C(=O)O)C(=O)O ([(3-methoxyphenyl)thio]propanedioic acid). Reactants: O=S(=O)(Cl)c1ccc(Br)cc1, ClCCl, CCCCCCNc1ccc(F)c(C(=O)OC)c1, [Na+], O=C([O-])O. The product is CCCCCCN(c1ccc(F)c(C(=O)OC)c1)S(=O)(=O)c1ccc(Br)cc1. Reaction SMILES: [Br:19][c:20]1[cH:21][cH:22][c:23]([S:26](=[O:27])(=[O:28])[Cl:29])[cH:24][cH:25]1.[Cl:35][CH2:36][Cl:37].[F:1][c:2]1[c:3]([C:4](=[O:5])[O:6][CH3:7])[cH:8][c:9]([NH:12][CH2:13][CH2:14][CH2:15][CH2:16][CH2:17][CH3:18])[cH:10][cH:11]1.[Na+:34].[O-:30][C:31]([OH:32])=[O:33]>>[F:1][c:2]1[c:3]([C:4](=[O:5])[O:6][CH3:7])[cH:8][c:9]([N:12]([CH2:13][CH2:14][CH2:15][CH2:16][CH2:17][CH3:18])[S:26]([c:23]2[cH:22][cH:21][c:20]([Br:19])[cH:25][cH:24]2)(=[O:27])=[O:28])[cH:10][cH:11]1. The reactants are O=C([O-])[O-], N#Cc1ccc(OCCCCCBr)cc1, CN(C)C=O, [Cs+], [Cs+], CC(C)N(C(=O)c1ccc(O)cc1O)c1ccccc1. The product is CC(C)N(C(=O)c1ccc(OCCCCCOc2ccc(C#N)cc2)cc1O)c1ccccc1. Reaction SMILES: [C:21](=[O:22])([O-:23])[O-:24].[C:27](#[N:28])[c:29]1[cH:30][cH:31][c:32]([O:33][CH2:34][CH2:35][CH2:36][CH2:37][CH2:38][Br:39])[cH:40][cH:41]1.[CH3:42][N:43]([CH3:44])[CH:45]=[O:46].[Cs+:25].[Cs+:26].[OH:1][c:2]1[c:3]([C:4](=[O:5])[N:6]([c:7]2[cH:8][cH:9][cH:10][cH:11][cH:12]2)[CH:13]([CH3:14])[CH3:15])[cH:16][cH:17][c:18]([OH:20])[cH:19]1>>[OH:1][c:2]1[c:3]([C:4](=[O:5])[N:6]([c:7]2[cH:8][cH:9][cH:10][cH:11][cH:12]2)[CH:13]([CH3:14])[CH3:15])[cH:16][cH:17][c:18]([O:20][CH2:38][CH2:37][CH2:36][CH2:35][CH2:34][O:33][c:32]2[cH:31][cH:30][c:29]([C:27]#[N:28])[cH:41][cH:40]2)[cH:19]1. The reactants are Brc1ccc2c(c1)OCCO2, CC(C)(C)c1ccc(-c2cc[nH]c(=O)c2)cc1, O=C([O-])[O-], CN(C)C=O, [Cu]I, [K+], [K+]. Product: CC(C)(C)c1ccc(-c2ccn(-c3ccc4c(c3)OCCO4)c(=O)c2)cc1. Reaction SMILES: [Br:18][c:19]1[cH:20][c:21]2[c:22]([cH:23][cH:24]1)[O:25][CH2:26][CH2:27][O:28]2.[C:1]([CH3:2])([CH3:3])([CH3:4])[c:5]1[cH:6][cH:7][c:8](-[c:11]2[cH:12][c:13](=[O:17])[nH:14][cH:15][cH:16]2)[cH:9][cH:10]1.[C:29](=[O:30])([O-:31])[O-:32].[CH3:37][N:38]([CH3:39])[CH:40]=[O:41].[Cu:35][I:36].[K+:33].[K+:34]>>[C:1]([CH3:2])([CH3:3])([CH3:4])[c:5]1[cH:6][cH:7][c:8](-[c:11]2[cH:12][c:13](=[O:17])[n:14](-[c:19]3[cH:20][c:21]4[c:22]([cH:23][cH:24]3)[O:25][CH2:26][CH2:27][O:28]4)[cH:15][cH:16]2)[cH:9][cH:10]1. Starting materials: ClC=1C2=C(SC1C(=O)Cl)C=CC(=C2)OC (3-chloro-5-methoxybenzo[b]thiophene-2-carbonylchloride), Heterocyclic, ice water, C(C1=CC=CC=C1)O (benzyl alcohol), [H-].[Na+] (NaH), C(C)O.O (ethanol water). The solvent is O1CCCC1 (tetrahydrofuran), O1CCCC1 (tetrahydrofuran), O1CCCC1 (tetrahydrofuran). Reaction conditions: time 15 minute. Yields the product C(C1=CC=CC=C1)OC=1C2=C(SC1C(=O)OCC1=CC=CC=C1)C=CC(=C2)OC (benzyl 3-benzyloxy-5-methoxybenzo[b]thiophene-2-carboxylate). As a reaction SMILES: [CH2:1]([OH:8])[C:2]1[CH:7]=[CH:6][CH:5]=[CH:4][CH:3]=1.[H-].[Na+].Cl[C:12]1[C:13]2[CH:23]=[C:22]([O:24][CH3:25])[CH:21]=[CH:20][C:14]=2[S:15][C:16]=1[C:17](Cl)=[O:18].[CH2:26]([OH:28])[CH3:27].O>O1CCCC1>[CH2:1]([O:8][C:12]1[C:13]2[CH:23]=[C:22]([O:24][CH3:25])[CH:21]=[CH:20][C:14]=2[S:15][C:16]=1[C:17]([O:28][CH2:26][C:27]1[CH:6]=[CH:7][CH:2]=[CH:3][CH:4]=1)=[O:18])[C:2]1[CH:7]=[CH:6][CH:5]=[CH:4][CH:3]=1 |f:1.2,4.5|. Procedure: A solution of 13.1 g (120.8 mmol, 2.8 equiv) of benzyl alcohol in 35 ml of dry tetrahydrofuran is added dropwise over 10 minutes to a room temperature slurry of 4.3 g (107.5 mmol, 2.5 equiv) of 60% NaH oil dispersion in 65 ml of tetrahydrofuran under nitrogen atmosphere. The reaction is stirred for 15 minutes then cooled in an ice-water bath. A hot solution of 11.4 g (43.7 mmol) 3-chloro-5-methoxybenzo[b]thiophene-2-carbonylchloride (prepared by the method described by Sudabeh Pakray and Raymond... Starting materials: C(C)(C)(C)OC(=O)N1CCN(CC1)CC1=CC(=CC=2C=COC21)N (4-(5-Amino-benzofuran-7-ylmethyl)-piperazine-1-carboxylic acid tert-butyl ester), S1C(=CC=C1)S(=O)(=O)Cl (2-thiophenesulfonyl chloride), S1C(=CC=C1)S(=O)(=O)Cl (2-thiophenesulfonyl chloride). Run at time 1 hour. Product: Cl.Cl.N1(CCNCC1)CC1=CC(=CC=2C=COC21)NS(=O)(=O)C=2SC=CC2 (N-[7-(piperazin-1-ylmethyl)-1-benzofuran-5-yl]thiophene-2-sulfonamide, dihydrochloride). Isolated yield 7.4%. As a reaction SMILES: C(OC([N:8]1[CH2:13][CH2:12][N:11]([CH2:14][C:15]2[C:23]3[O:22][CH:21]=[CH:20][C:19]=3[CH:18]=[C:17]([NH2:24])[CH:16]=2)[CH2:10][CH2:9]1)=O)(C)(C)C.[S:25]1[CH:29]=[CH:28][CH:27]=[C:26]1[S:30]([Cl:33])(=[O:32])=[O:31]>>[ClH:33].[ClH:33].[N:11]1([CH2:14][C:15]2[C:23]3[O:22][CH:21]=[CH:20][C:19]=3[CH:18]=[C:17]([NH:24][S:30]([C:26]3[S:25][CH:29]=[CH:28][CH:27]=3)(=[O:32])=[O:31])[CH:16]=2)[CH2:10][CH2:9][NH:8][CH2:13][CH2:12]1 |f:2.3.4|. Procedure details: The title compound was prepared according to the procedure of Example 106, Step 3, starting from 4-(5-amino-benzofuran-7-ylmethyl)-piperazine-1-carboxylic acid tert-butyl ester (40 mg, 0.12 mmol; obtained in Example 106, Step 2) and 2-thiophenesulfonyl chloride (33 mg, 0.18 mmol). Additional 2-thiophenesulfonyl chloride (10 mg, 0.05 mmol) was added with continued stirring for 1 h. The crude product was purified with preparative HPLC (System B; 10-40% MeCN). The title compound (3 mg, 6%) was obta... Reaction conditions: temperature 65 celsius. Solvent: CN(C)C=O (DMF). The reactants are OC=1C=C(NC=C2C(OC(OC2=O)(C)C)=O)C=CC1OC (5-((3-hydroxy-4-methoxyanilino)methylene)-2,2-dimethyl-1,3-dioxane-4,6-dione), C([O-])([O-])=O.[K+].[K+] (potassium carbonate), C(C1=CC=CC=C1)Br (benzyl bromide). Reported procedure: A mixture of 5-((3-hydroxy-4-methoxyanilino)methylene)-2,2-dimethyl-1,3-dioxane-4,6-dione (20 g, 69 mmol), potassium carbonate (12.4 g, 90 mmol) and benzyl bromide (15.4 g, 90 mmol) in DMF (100 ml) was heated at 65° C. for 2 hours. Two thirds of the DMF was removed from the mixture by evaporation, the mixture was diluted with water, adjusted to pH4 with 5M hydrochloric acid and extracted with ethyl acetate. The combined extracts were washed with water and then brine, dried (MgSO4) and the volati... Isolated yield 83.2%. As a reaction SMILES: [OH:1][C:2]1[CH:3]=[C:4]([CH:17]=[CH:18][C:19]=1[O:20][CH3:21])[NH:5][CH:6]=[C:7]1[C:12](=[O:13])[O:11][C:10]([CH3:15])([CH3:14])[O:9][C:8]1=[O:16].C(=O)([O-])[O-].[K+].[K+].[CH2:28](Br)[C:29]1[CH:34]=[CH:33][CH:32]=[CH:31][CH:30]=1>CN(C=O)C>[CH2:28]([O:1][C:2]1[CH:3]=[C:4]([CH:17]=[CH:18][C:19]=1[O:20][CH3:21])[NH:5][CH:6]=[C:7]1[C:12](=[O:13])[O:11][C:10]([CH3:14])([CH3:15])[O:9][C:8]1=[O:16])[C:29]1[CH:34]=[CH:33][CH:32]=[CH:31][CH:30]=1 |f:1.2.3|. Yields the product C(C1=CC=CC=C1)OC=1C=C(NC=C2C(OC(OC2=O)(C)C)=O)C=CC1OC (5-((3-benzyloxy-4-methoxyanilino)methylene)-2,2-dimethyl-1,3-dioxane-4,6-dione). Starting materials: [BH4-], CCCCOc1cccc(C=C[N+](=O)[O-])c1, CC(=O)O, CS(C)=O, [Na+]. Yields the product CCCCOc1cccc(CC[N+](=O)[O-])c1. RXN SMILES: [BH4-:21].[CH2:5]([CH2:6][CH2:7][CH3:8])[O:9][c:10]1[cH:11][c:12]([CH:16]=[CH:17][N+:18](=[O:19])[O-:20])[cH:13][cH:14][cH:15]1.[CH3:1][C:2](=[O:3])[OH:4].[CH3:23][S:24](=[O:25])[CH3:26].[Na+:22]>>[CH2:5]([CH2:6][CH2:7][CH3:8])[O:9][c:10]1[cH:11][c:12]([CH2:16][CH2:17][N+:18](=[O:19])[O-:20])[cH:13][cH:14][cH:15]1. The reactants are [Cr](=O)(=O)([O-])Cl.[NH+]1=CC=CC=C1 (pyridinium chlorochromate), C(Cl)Cl (methylene chloride), C1(=CC=C(C=C1)S(=O)(=O)OC=1[C@H]([C@H]2O[C@@H](C1)CO2)O)C (1,6-anhydro-3-O-p-toluenesulfonyl-4-deoxy-β-D-erythro-hex-3-enopyranose). Solvent: C(C)OCC (diethyl ether). Run at time 48 hour. Product: C1(=CC=C(C=C1)S(=O)(=O)OC=1C([C@H]2O[C@@H](C1)CO2)=O)C (1,6-anhydro-3-O-p-toluenesulfonyl-4-deoxy-β -D-glycero-hex-3-enopyranos-2-ulose). Isolated yield 68.5%. As a reaction SMILES: [Cr](Cl)([O-])(=O)=O.[NH+]1C=CC=CC=1.C(Cl)Cl.[C:15]1([CH3:34])[CH:20]=[CH:19][C:18]([S:21]([O:24][C:25]2[C@@H:26]([OH:33])[C@@H:27]3[O:32][CH2:31][C@H:29]([CH:30]=2)[O:28]3)(=[O:23])=[O:22])=[CH:17][CH:16]=1>C(OCC)C>[C:15]1([CH3:34])[CH:16]=[CH:17][C:18]([S:21]([O:24][C:25]2[C:26](=[O:33])[C@@H:27]3[O:32][CH2:31][C@H:29]([CH:30]=2)[O:28]3)(=[O:22])=[O:23])=[CH:19][CH:20]=1 |f:0.1|. Reported procedure: 360 mg of pyridinium chlorochromate was added to 20 ml of a dry methylene chloride solution containing 50 mg of 1,6-anhydro-3-O-p-toluenesulfonyl-4-deoxy-β-D-erythro-hex-3-enopyranose, and the mixture was stirred at room temperature for 48 hours. Disappearance of the starting material was confirmed by thin layer chromatography, and then 60 ml of diethyl ether was added thereto. The mixture was further stirred at room temperature for 15 minutes. Then, the reaction mixture was filtered by silica g...